This data is from the Open Reaction Database (ORD), a public repository of structured organic reaction records. The task is: describe an organic reaction: reactants, conditions, products, and yield Starting materials: N1[C@@H](CCC1)CN1CCCC1 ((S)-(+)-1-(2-pyrrolidinylmethyl)pyrrolidine), CN1CCOCC1 (n-methylmorpholine), BrC1=CC(=C(C(=O)Cl)C=C1)F (4-Bromo-2-fluorobenzoic acid chloride). Solvent: ClCCl (dichloromethane), ClCCl (dichloromethane). Product: BrC1=CC(=C(C=C1)C(=O)N1C(CCC1)CN1CCCC1)F ((4-Bromo-2-fluoro-phenyl)-(2-pyrrolidin-1-ylmethyl-pyrrolidin-yl)methanone). As a reaction SMILES: [NH:1]1[CH2:5][CH2:4][CH2:3][C@H:2]1[CH2:6][N:7]1[CH2:11][CH2:10][CH2:9][CH2:8]1.CN1CCOCC1.[Br:19][C:20]1[CH:28]=[CH:27][C:23]([C:24](Cl)=[O:25])=[C:22]([F:29])[CH:21]=1>ClCCl>[Br:19][C:20]1[CH:28]=[CH:27][C:23]([C:24]([N:1]2[CH2:5][CH2:4][CH2:3][CH:2]2[CH2:6][N:7]2[CH2:11][CH2:10][CH2:9][CH2:8]2)=[O:25])=[C:22]([F:29])[CH:21]=1. Procedure: Procedure DD: To a stirring solution of (S)-(+)-1-(2-pyrrolidinylmethyl)pyrrolidine (1.0 mmol) and n-methylmorpholine (1.0 mmol) in dichloromethane (0.10M), slowly add 4-Bromo-2-fluorobenzoic acid chloride (1.0 mmol) diluted in dichloromethane. Stir reaction at room temperature for one hour. After this time wash the reaction with saturated aqueous sodium bicarbonate while extracting with dichloromethane. Dry the organic layer with sodium sulfate, filter and concentrate in vacuo to give the title...